Dataset: the Open Reaction Database (ORD), a public repository of structured organic reaction records. Task: describe an organic reaction: reactants, conditions, products, and yield The reactants are [N+](=O)([O-])C1=CC=C(CN2C3=C(N([C@H]4[C@@H](C2=O)CCC4)C(CN4C(C=2C(C4=O)=CC=CC2)=O)=O)C=CC=C3)C=C1 ((3aR*,10aS*)-9-(4-nitrobenzyl)-4-(phthalimidoacetyl)-2,3,3a,4,9,10a-hexahydrobenzo[b]cyclopenta[e][1,4]diazepin-10(1H)-one). The reagents and catalysts are [Pt]=O (platinum oxide). Run in CO (methanol). Conditions: time 12 hour. Product: NC1=CC=C(CN2C3=C(N([C@H]4[C@@H](C2=O)CCC4)C(CN4C(C=2C(C4=O)=CC=CC2)=O)=O)C=CC=C3)C=C1 ((3aR*,10aS*)-9-(4-Aminobenzyl)-4-(phthalimidoacetyl)-2,3,3a,4,9,10a-hexahydrobenzo[b]cyclopenta[e][1,4]diazepin-10(1H)-one). The yield is 69.3%. As a reaction SMILES: [N+:1]([C:4]1[CH:39]=[CH:38][C:7]([CH2:8][N:9]2[C:15](=[O:16])[C@H:14]3[CH2:17][CH2:18][CH2:19][C@H:13]3[N:12]([C:20](=[O:33])[CH2:21][N:22]3[C:26](=[O:27])[C:25]4=[CH:28][CH:29]=[CH:30][CH:31]=[C:24]4[C:23]3=[O:32])[C:11]3[CH:34]=[CH:35][CH:36]=[CH:37][C:10]2=3)=[CH:6][CH:5]=1)([O-])=O>CO.[Pt]=O>[NH2:1][C:4]1[CH:5]=[CH:6][C:7]([CH2:8][N:9]2[C:15](=[O:16])[C@H:14]3[CH2:17][CH2:18][CH2:19][C@H:13]3[N:12]([C:20](=[O:33])[CH2:21][N:22]3[C:23](=[O:32])[C:24]4=[CH:31][CH:30]=[CH:29][CH:28]=[C:25]4[C:26]3=[O:27])[C:11]3[CH:34]=[CH:35][CH:36]=[CH:37][C:10]2=3)=[CH:38][CH:39]=1. Procedure: A suspension of (3aR*,10aS*)-9-(4-nitrobenzyl)-4-(phthalimidoacetyl)-2,3,3a,4,9,10a-hexahydrobenzo[b]cyclopenta[e][1,4]diazepin-10(1H)-one (110 mg, 0.21 mmol) and platinum oxide (20 mg) in methanol (20 mL) was stirred for 12 hours at room temperature under hydrogen atmosphere. The reaction mixture was subjected to filtration, and the filtrate was concentrated under reduced pressure, which was crystallized from diethyl ether to give 72 mg (yield 81%) of the object compound, m.p.286°-289° C. Reactants: CC(C)(C)OC(=O)N1CC(Nc2cccc(Cl)c2)CC1C(=O)O, Cl, C1COCCO1. The product is O=C(O)C1CC(Nc2cccc(Cl)c2)CN1. RXN SMILES: [C:1]([O:2][C:3](=[O:4])[N:8]1[CH:9]([C:21](=[O:22])[OH:23])[CH2:10][CH:11]([NH:13][c:14]2[cH:15][c:16]([Cl:20])[cH:17][cH:18][cH:19]2)[CH2:12]1)([CH3:5])([CH3:6])[CH3:7].[ClH:24].[O:25]1[CH2:26][CH2:27][O:28][CH2:29][CH2:30]1>>[NH:8]1[CH:9]([C:21](=[O:22])[OH:23])[CH2:10][CH:11]([NH:13][c:14]2[cH:15][c:16]([Cl:20])[cH:17][cH:18][cH:19]2)[CH2:12]1. Reactants: N=C(N)N1CCc2ccc(OCC3(C(=O)O)CCN(c4ccncc4)CC3)cc2C1, Cl, [Na+], [OH-], O. Product: N=C(N)N1CCc2ccc(OCC3(C(=O)O)CCN(c4ccncc4)CC3)cc2C1, Cl. As a reaction SMILES: [C:1]([NH2:2])(=[NH:3])[N:4]1[CH2:5][c:6]2[cH:7][c:8]([O:14][CH2:15][C:16]3([C:28](=[O:29])[OH:30])[CH2:17][CH2:18][N:19]([c:22]4[cH:23][cH:24][n:25][cH:26][cH:27]4)[CH2:20][CH2:21]3)[cH:9][cH:10][c:11]2[CH2:12][CH2:13]1.[ClH:31].[Na+:33].[OH-:32].[OH2:34]>>[C:1](=[NH:2])([NH2:3])[N:4]1[CH2:5][c:6]2[cH:7][c:8]([O:14][CH2:15][C:16]3([C:28](=[O:29])[OH:30])[CH2:17][CH2:18][N:19]([c:22]4[cH:23][cH:24][n:25][cH:26][cH:27]4)[CH2:20][CH2:21]3)[cH:9][cH:10][c:11]2[CH2:12][CH2:13]1.[ClH:31]. Starting materials: P([O-])([O-])=O (phosphonate), OCCCCCCCCCCCP(OCC)(OCC)=O (diethyl 11-hydroxyundecylphosphonate), TEA, C(C=CC1=CC=CC=C1)(=O)Cl (Cinnamoyl chloride). The solvent is C(Cl)Cl (DCM). Conditions: time 2 hour. The product is C(C=CC1=CC=CC=C1)(=O)OCCCCCCCCCCCP(=O)(OCC)OCC (11-(diethoxyphosphoryl)undecyl cinnamate). Yield: 41.0%. RXN SMILES: [OH:1][CH2:2][CH2:3][CH2:4][CH2:5][CH2:6][CH2:7][CH2:8][CH2:9][CH2:10][CH2:11][CH2:12][P:13](=[O:20])([O:17][CH2:18][CH3:19])[O:14][CH2:15][CH3:16].[C:21](Cl)(=[O:30])[CH:22]=[CH:23][C:24]1[CH:29]=[CH:28][CH:27]=[CH:26][CH:25]=1.P(=O)([O-])[O-]>C(Cl)Cl>[C:21]([O:1][CH2:2][CH2:3][CH2:4][CH2:5][CH2:6][CH2:7][CH2:8][CH2:9][CH2:10][CH2:11][CH2:12][P:13]([O:14][CH2:15][CH3:16])([O:17][CH2:18][CH3:19])=[O:20])(=[O:30])[CH:22]=[CH:23][C:24]1[CH:29]=[CH:28][CH:27]=[CH:26][CH:25]=1. Procedure details: The diethyl 11-hydroxyundecylphosphonate (1.00 g, 3.24 mmol) was combined with TEA (0.48 mL, 3.40 mmol) in 15 mL dry DCM in a 50 mL round-bottomed flask (rbf) and the mixture was brought down to 0° C. Cinnamoyl chloride (566 mg, 3.40 mmol) was added dropwise. The reaction was stirred for 2 hours and then stopped once most of the starting phosphonate was consumed. TLC in ethyl acetate showed several new spots. The reaction mixture was then washed 3× (20 mL) NaOH followed by sodium thiosulfate and... Reactants: OC1=C(C=C2C(=NC=NC2=C1)N1CCC(CC1)N1C(N(C2=CC=C(C=C2C1=O)C)C)=O)OC (1,2,3,4-Tetrahydro-3-[1-(7-hydroxy-6-methoxy-4-quinazolinyl)-4-piperidinyl]-1,6-dimethyl-2,4-dioxoquinazoline), BrCC(=O)OCC (ethyl bromoacetate). Yields the product C(C)OC(=O)COC1=C(C=C2C(=NC=NC2=C1)N1CCC(CC1)N1C(N(C2=CC=C(C=C2C1=O)C)C)=O)OC (3-[1-(7-Ethoxycarbonylmethoxy-6-methoxy-4-quinazolinyl)-4-piperidinyl]-1,2,3,4-tetrahydro-1,6-dimethyl-2,4-dioxoquinazoline). Yield: 89.0%. Reaction SMILES: [OH:1][C:2]1[CH:11]=[C:10]2[C:5]([C:6]([N:12]3[CH2:17][CH2:16][CH:15]([N:18]4[C:27](=[O:28])[C:26]5[C:21](=[CH:22][CH:23]=[C:24]([CH3:29])[CH:25]=5)[N:20]([CH3:30])[C:19]4=[O:31])[CH2:14][CH2:13]3)=[N:7][CH:8]=[N:9]2)=[CH:4][C:3]=1[O:32][CH3:33].Br[CH2:35][C:36]([O:38][CH2:39][CH3:40])=[O:37]>>[CH2:39]([O:38][C:36]([CH2:35][O:1][C:2]1[CH:11]=[C:10]2[C:5]([C:6]([N:12]3[CH2:17][CH2:16][CH:15]([N:18]4[C:27](=[O:28])[C:26]5[C:21](=[CH:22][CH:23]=[C:24]([CH3:29])[CH:25]=5)[N:20]([CH3:30])[C:19]4=[O:31])[CH2:14][CH2:13]3)=[N:7][CH:8]=[N:9]2)=[CH:4][C:3]=1[O:32][CH3:33])=[O:37])[CH3:40]. Procedure details: The procedure similar to that described in Example 1 was repeated, except that 500.0 mg (1.12 mmol) of Compound 89 obtained in Example 79 was used in place of Compound 24 and ethyl bromoacetate was used in place of methyl iodide. As a result, 530.0 mg (yield: 89%) of Compound 93 was obtained as white crystals. Starting materials: CNCCCS(=O)CCCC(F)(F)C(F)(F)F, CN(C)C=O, [Cl-], CC12CC(c3ccc(CCCl)cc3)C3c4ccc(O)cc4CCC3C1CCC2O, [Na+]. Product: CN(CCCS(=O)CCCC(F)(F)C(F)(F)F)CCc1ccc(C2CC3(C)C(O)CCC3C3CCc4cc(O)ccc4C23)cc1. As a reaction SMILES: [CH3:30][NH:31][CH2:32][CH2:33][CH2:34][S:35](=[O:36])[CH2:37][CH2:38][CH2:39][C:40]([C:41]([F:42])([F:43])[F:44])([F:45])[F:46].[CH3:49][N:50]([CH3:51])[CH:52]=[O:53].[Cl-:48].[Cl:1][CH2:2][CH2:3][c:4]1[cH:5][cH:6][c:7]([CH:10]2[CH:11]3[c:12]4[cH:13][cH:14][c:15]([OH:29])[cH:16][c:17]4[CH2:18][CH2:19][CH:20]3[CH:21]3[CH2:22][CH2:23][CH:24]([OH:28])[C:25]3([CH3:26])[CH2:27]2)[cH:8][cH:9]1.[Na+:47]>>[CH2:2]([CH2:3][c:4]1[cH:5][cH:6][c:7]([CH:10]2[CH:11]3[c:12]4[cH:13][cH:14][c:15]([OH:29])[cH:16][c:17]4[CH2:18][CH2:19][CH:20]3[CH:21]3[CH2:22][CH2:23][CH:24]([OH:28])[C:25]3([CH3:26])[CH2:27]2)[cH:8][cH:9]1)[N:31]([CH3:30])[CH2:32][CH2:33][CH2:34][S:35](=[O:36])[CH2:37][CH2:38][CH2:39][C:40]([C:41]([F:42])([F:43])[F:44])([F:45])[F:46]. The reactants are CCC#N, CCOC(C)=O, CCOc1cc(C)c(Br)cc1C(=O)NC, I[Cu]I, N#C[Na], O, c1ccc(P(c2ccccc2)(c2ccccc2)[Pd](P(c2ccccc2)(c2ccccc2)c2ccccc2)(P(c2ccccc2)(c2ccccc2)c2ccccc2)P(c2ccccc2)(c2ccccc2)c2ccccc2)cc1. Yields the product CCOc1cc(C)c(C#N)cc1C(=O)NC. Reaction SMILES: [C:26](#[N:27])[CH2:28][CH3:29].[CH3:19][CH2:20][O:21][C:22](=[O:23])[CH3:24].[CH3:1][NH:2][C:3]([c:4]1[c:5]([O:12][CH2:13][CH3:14])[cH:6][c:7]([CH3:11])[c:8]([Br:10])[cH:9]1)=[O:15].[Cu:30]([I:31])[I:32].[Na:16][C:17]#[N:18].[OH2:25].[cH:33]1[cH:34][cH:35][c:36]([P:37]([Pd:38]([P:39]([c:40]2[cH:41][cH:42][cH:43][cH:44][cH:45]2)([c:46]2[cH:47][cH:48][cH:49][cH:50][cH:51]2)[c:52]2[cH:53][cH:54][cH:55][cH:56][cH:57]2)([P:58]([c:59]2[cH:60][cH:61][cH:62][cH:63][cH:64]2)([c:65]2[cH:66][cH:67][cH:68][cH:69][cH:70]2)[c:71]2[cH:72][cH:73][cH:74][cH:75][cH:76]2)[P:77]([c:78]2[cH:79][cH:80][cH:81][cH:82][cH:83]2)([c:84]2[cH:85][cH:86][cH:87][cH:88][cH:89]2)[c:90]2[cH:91][cH:92][cH:93][cH:94][cH:95]2)([c:96]2[cH:97][cH:98][cH:99][cH:100][cH:101]2)[c:102]2[cH:103][cH:104][cH:105][cH:106][cH:107]2)[cH:108][cH:109]1>>[CH3:1][NH:2][C:3]([c:4]1[c:5]([O:12][CH2:13][CH3:14])[cH:6][c:7]([CH3:11])[c:8]([C:17]#[N:18])[cH:9]1)=[O:15]. The reactants are ClCCCC1=NN2C(C=CC=C2)=N1 (2-(3-chloropropyl)-s-triazolo[1,5-a]pyridine), COC1=C(C=CC=C1)N1CCNCC1 (1-o-methoxyphenylpiperazine), C([O-])([O-])=O.[K+].[K+] (potassium carbonate). The solvent is CN(C=O)C (dimethylformamide). Yields the product COC1=C(C=CC=C1)N1CCN(CC1)CCCC1=NN2C(C=CC=C2)=N1 (2-[3-(4-o-Methoxyphenylpiperazino)propyl]-s-triazolo[1,5-a]pyridine). Yield: 60.0%. Reaction SMILES: Cl[CH2:2][CH2:3][CH2:4][C:5]1[N:13]=[C:8]2[CH:9]=[CH:10][CH:11]=[CH:12][N:7]2[N:6]=1.[CH3:14][O:15][C:16]1[CH:21]=[CH:20][CH:19]=[CH:18][C:17]=1[N:22]1[CH2:27][CH2:26][NH:25][CH2:24][CH2:23]1.C(=O)([O-])[O-].[K+].[K+]>CN(C)C=O>[CH3:14][O:15][C:16]1[CH:21]=[CH:20][CH:19]=[CH:18][C:17]=1[N:22]1[CH2:27][CH2:26][N:25]([CH2:2][CH2:3][CH2:4][C:5]2[N:13]=[C:8]3[CH:9]=[CH:10][CH:11]=[CH:12][N:7]3[N:6]=2)[CH2:24][CH2:23]1 |f:2.3.4|. Procedure details: A solution of 3.9 g of 2-(3-chloropropyl)-s-triazolo[1,5-a]pyridine, 3.8 g of 1-o-methoxyphenylpiperazine and 2.8 g of potassium carbonate in 150 ml of dimethylformamide was refluxed for 8 hours. Then the reaction mixture was proceeded by the same manner as described in Example 2. The compound was recrystallized from cyclohexane to give colorless prisms, mp 55°-55.5° C. Yield was 60%. Anal. Calcd. for C20H25ON5 : C, 68.35; H, 7.17; N, 19.53. Found: C, 68.20; H, 6.94; N, 20.21. Starting materials: 2, N(CC(=O)O)C(CO)(CO)CO (Tricine), C(C(CO)(CO)N)O.Cl (Tris-HCl), CCCCCCCCCCCCOS(=O)(=O)[O-].[Na+] (SDS), CCN(CC1=CC(=CC=C1)S(=O)(=O)O)C2=CC(=C(C=C2)/C(=C\3/C=CC(=[N+](CC)CC4=CC(=CC=C4)S(=O)(=O)O)C=C3C)/C5=CC=C(C=C5)NC6=CC=C(C=C6)OCC)C (Coomassie Blue G), C=1C=CC2=C(C1)C(OS2(=O)=O)(C=3C=CC(=CC3)O)C=4C=CC(=CC4)O (Phenol Red). The solvent is OCC(O)CO (Glycerol). Product: N(CC(=O)O)C(CO)(CO)CO.CCCCCCCCCCCCOS(=O)(=O)[O-].[Na+] (Tricine SDS). As a reaction SMILES: [NH:1]([C:6]([CH2:11][OH:12])([CH2:9][OH:10])[CH2:7][OH:8])[CH2:2][C:3]([OH:5])=[O:4].C(O)C(N)(CO)CO.Cl.[CH3:22][CH2:23][CH2:24][CH2:25][CH2:26][CH2:27][CH2:28][CH2:29][CH2:30][CH2:31][CH2:32][CH2:33][O:34][S:35]([O-:38])(=[O:37])=[O:36].[Na+:39].CCN(C1C=CC(/C(/C2C=CC(NC3C=CC(OCC)=CC=3)=CC=2)=C2/C=CC(C=C/2C)=[N+](CC2C=CC=C(S(O)(=O)=O)C=2)CC)=C(C)C=1)CC1C=CC=C(S(O)(=O)=O)C=1.C1C=CC2S(=O)(=O)OC(C3C=CC(O)=CC=3)(C3C=CC(O)=CC=3)C=2C=1>OCC(CO)O>[NH:1]([C:6]([CH2:9][OH:10])([CH2:11][OH:12])[CH2:7][OH:8])[CH2:2][C:3]([OH:5])=[O:4].[CH3:22][CH2:23][CH2:24][CH2:25][CH2:26][CH2:27][CH2:28][CH2:29][CH2:30][CH2:31][CH2:32][CH2:33][O:34][S:35]([O-:38])(=[O:37])=[O:36].[Na+:39] |f:1.2,3.4,8.9.10|. Procedure details: 20 μl 2× Tricine Sample Buffer—Non-reducing (TSB-NR) (300 mM Tris-HCl, pH 8.45, 24% Glycerol, 8% SDS, 0.005% Coomassie Blue G, 0.005% Phenol Red) were added to 20 μl Pre-stained markers (Bio-Rad), and 20 μl per well were used.